This data is from the Open Reaction Database (ORD), a public repository of structured organic reaction records. The task is: describe an organic reaction: reactants, conditions, products, and yield The reactants are CC1=CC=C(C=C1)S(=O)(=O)OCC1COC2=C(O1)C=C(C=C2)S(=O)(=O)C ([7-(methylsulfonyl)-2,3-dihydro-1,4-benzodioxin-2-yl]methyl 4-methylbenzenesulfonate), N1CCCC1 (pyrrolidine). Solvent: C(C)#N (ACN). Run at temperature 120 celsius. Yields the product CS(=O)(=O)C=1C=CC2=C(OC(CO2)CN2CCCC2)C1 (1-{[7-(METHYLSULFONYL)-2,3-DIHYDRO-1,4-BENZODIOXIN-2-YL]METHYL}PYRROLIDINE). RXN SMILES: CC1C=CC(S(O[CH2:12][CH:13]2[O:18][C:17]3[CH:19]=[C:20]([S:23]([CH3:26])(=[O:25])=[O:24])[CH:21]=[CH:22][C:16]=3[O:15][CH2:14]2)(=O)=O)=CC=1.[NH:27]1[CH2:31][CH2:30][CH2:29][CH2:28]1>C(#N)C>[CH3:26][S:23]([C:20]1[CH:21]=[CH:22][C:16]2[O:15][CH2:14][CH:13]([CH2:12][N:27]3[CH2:31][CH2:30][CH2:29][CH2:28]3)[O:18][C:17]=2[CH:19]=1)(=[O:24])=[O:25]. Procedure: A mixture of [7-(methylsulfonyl)-2,3-dihydro-1,4-benzodioxin-2-yl]methyl 4-methylbenzenesulfonate (0.4 g, 0.9 mmol), pyrrolidine (1 ml) and ACN (3 ml) was heated under microwave radiation at 120° C. for 20 min. Purification on SCX-3 column (TEA/MeOH) and twice on flash column chromatography (Isooctane/EtOAc/MeOH). Yield: 0.2 g, 75%. The amine was converted to the hydrochloric acid salt and crystallized from MeOH/Et2O. M.p. 221° C. MS m/z (rel. intensity, 70 eV) 297 (M+, 1), 85 (6), 84 (bp), 79 (...